The task is: describe an organic reaction: reactants, conditions, products, and yield. This data is from the Open Reaction Database (ORD), a public repository of structured organic reaction records. Starting materials: C(C1=CC=CC=C1)N1C=NC=C1CC(C(CC)=O)C(CC)=O (4-(3-benzyl-3H-imidazol-4-ylmethyl)-heptane-3,5-dione), C(C)(C)NN (isopropylhydrazine). The product is C(C1=CC=CC=C1)N1C=NC=C1CC=1C(=NN(C1CC)C(C)C)CC (4-(3-Benzyl-3H-imidazol-4-ylmethyl)-3,5-diethyl-1-isopropyl-1H-pyrazole). Reaction SMILES: [CH2:1]([N:8]1[C:12]([CH2:13][CH:14]([C:19](=O)[CH2:20][CH3:21])[C:15](=O)[CH2:16][CH3:17])=[CH:11][N:10]=[CH:9]1)[C:2]1[CH:7]=[CH:6][CH:5]=[CH:4][CH:3]=1.[CH:23]([NH:26][NH2:27])([CH3:25])[CH3:24]>>[CH2:1]([N:8]1[C:12]([CH2:13][C:14]2[C:19]([CH2:20][CH3:21])=[N:27][N:26]([CH:23]([CH3:25])[CH3:24])[C:15]=2[CH2:16][CH3:17])=[CH:11][N:10]=[CH:9]1)[C:2]1[CH:7]=[CH:6][CH:5]=[CH:4][CH:3]=1. Procedure details: 4-(3-Benzyl-3H-imidazol-4-ylmethyl)-3,5-diethyl-1-isopropyl-1H-pyrazole was prepared from 4-(3-benzyl-3H-imidazol-4-ylmethyl)-heptane-3,5-dione and isopropylhydrazine in analogy to Example 55 b): colourless solid; MS (ISP): 337.3 ((M+H)+.). The reactants are ClCP(O)(=O)O (Chloromethanephosphonic acid), NCCCCCCCCCCCCN (1,12-diaminododecane). Run in O (water). The product is O.NCCCCCCCCCCCCNCP(O)(=O)O (N-(12-aminododecyl)-aminomethanephosphonic acid monohydrate). As a reaction SMILES: Cl[CH2:2][P:3]([OH:6])(=[O:5])[OH:4].[NH2:7][CH2:8][CH2:9][CH2:10][CH2:11][CH2:12][CH2:13][CH2:14][CH2:15][CH2:16][CH2:17][CH2:18][CH2:19][NH2:20]>O>[OH2:4].[NH2:7][CH2:8][CH2:9][CH2:10][CH2:11][CH2:12][CH2:13][CH2:14][CH2:15][CH2:16][CH2:17][CH2:18][CH2:19][NH:20][CH2:2][P:3]([OH:6])(=[O:5])[OH:4] |f:3.4|. Procedure: Chloromethanephosphonic acid (15.1 g, 115.7 mmoles) and 1,12-diaminododecane (100 g, 0.5 moles) were heated under reflux in water (160 cm3) for 20 hours. The water was then distilled off and ethanol (250 cm3) was added. The phosphonic acid was filtered off and dried. The crude yield was 30.7 g (85%). A sample was purified by recrystallization from water/ethanol to give N-(12-aminododecyl)-aminomethanephosphonic acid monohydrate as a fine white crystalline solid having a melting point of 234° C.